From a dataset of the Open Reaction Database (ORD), a public repository of structured organic reaction records. describe an organic reaction: reactants, conditions, products, and yield Product: FC1=CC=C(C=C1)S(=O)(=O)NC1=C2C=CC(=NC2=CC=C1)NC1=CC=CC=2C=C(OC21)C (4-Fluoro-N-[2-(2-methyl-benzofuran-7-ylamino)-quinolin-5-yl]-benzenesulfonamide). Reported procedure: The title compound, MS: m/e=448.0 (M+H+), was prepared in accordance with the general method of example 58 from 5-nitro-2-chloroquinoline, (2-methyl-1-benzofuran-7-yl)amine and 4-fluorobenzenesulfonylchloride. Starting materials: [N+](=O)([O-])C1=C2C=CC(=NC2=CC=C1)Cl (5-nitro-2-chloroquinoline), CC=1OC2=C(C1)C=CC=C2N ((2-methyl-1-benzofuran-7-yl)amine), FC1=CC=C(C=C1)S(=O)(=O)Cl (4-fluorobenzenesulfonylchloride). Reaction SMILES: [N+:1]([C:4]1[CH:13]=[CH:12][CH:11]=[C:10]2[C:5]=1[CH:6]=[CH:7][C:8](Cl)=[N:9]2)([O-])=O.[CH3:15][C:16]1[O:17][C:18]2[C:24]([NH2:25])=[CH:23][CH:22]=[CH:21][C:19]=2[CH:20]=1.[F:26][C:27]1[CH:32]=[CH:31][C:30]([S:33](Cl)(=[O:35])=[O:34])=[CH:29][CH:28]=1>>[F:26][C:27]1[CH:32]=[CH:31][C:30]([S:33]([NH:1][C:4]2[CH:13]=[CH:12][CH:11]=[C:10]3[C:5]=2[CH:6]=[CH:7][C:8]([NH:25][C:24]2[C:18]4[O:17][C:16]([CH3:15])=[CH:20][C:19]=4[CH:21]=[CH:22][CH:23]=2)=[N:9]3)(=[O:35])=[O:34])=[CH:29][CH:28]=1. The reactants are CC(C)(C)OC(=O)N1CCCN(c2nc3ccccc3[nH]2)CC1, CN(C)C=O, Cc1nc(CCl)cs1, Cl, [H-], [Na+], O. The product is Cc1nc(Cn2c(N3CCCN(C(=O)OC(C)(C)C)CC3)nc3ccccc32)cs1. As a reaction SMILES: [C:1]([CH3:2])([CH3:3])([CH3:4])[O:5][C:6](=[O:7])[N:8]1[CH2:9][CH2:10][N:11]([c:15]2[n:16][c:17]3[c:18]([nH:19]2)[cH:20][cH:21][cH:22][cH:23]3)[CH2:12][CH2:13][CH2:14]1.[CH3:24][N:25]([CH3:26])[CH:27]=[O:28].[Cl:32][CH2:33][c:34]1[n:35][c:36]([CH3:39])[s:37][cH:38]1.[ClH:31].[H-:29].[Na+:30].[OH2:40]>>[C:1]([CH3:2])([CH3:3])([CH3:4])[O:5][C:6](=[O:7])[N:8]1[CH2:9][CH2:10][N:11]([c:15]2[n:16]([CH2:33][c:34]3[n:35][c:36]([CH3:39])[s:37][cH:38]3)[c:17]3[c:18]([n:19]2)[cH:20][cH:21][cH:22][cH:23]3)[CH2:12][CH2:13][CH2:14]1. Reactants: C(C1=CC=CC=C1)S (Benzylmercaptan), ClC=1C2=C(SC1C(=O)N)C=CC(=C2)OC (3-chloro-5-methoxybenzo[b]thiophene-2-carboxamide), C1(=NNCCCCCCCC1)C1=CCCCCCCCCC1 (Diazabicycloundecene). Run in C(C)(=O)OCC (ethyl acetate), CN(C)C=O (DMF). Conditions: temperature 50 celsius, time 1 hour. Product: COC1=CC2=C(SC(=C2SCC2=CC=CC=C2)C(=O)N)C=C1 (5-methoxy-3-[(phenylmethyl)thio]benzo[b]thiophene-2-carboxamide). The yield is 63.0%. As a reaction SMILES: [CH2:1]([SH:8])[C:2]1[CH:7]=[CH:6][CH:5]=[CH:4][CH:3]=1.Cl[C:10]1[C:11]2[CH:21]=[C:20]([O:22][CH3:23])[CH:19]=[CH:18][C:12]=2[S:13][C:14]=1[C:15]([NH2:17])=[O:16].C1(C2CCCCCCCCCC=2)CCCCCCCCNN=1>CN(C=O)C.C(OCC)(=O)C>[CH3:23][O:22][C:20]1[CH:19]=[CH:18][C:12]2[S:13][C:14]([C:15]([NH2:17])=[O:16])=[C:10]([S:8][CH2:1][C:2]3[CH:7]=[CH:6][CH:5]=[CH:4][CH:3]=3)[C:11]=2[CH:21]=1. Procedure: Benzylmercaptan (134 μL, 1.14 mmol) is added to a suspension of 3-chloro-5-methoxybenzo[b]thiophene-2-carboxamide (250 mg, 1.03 mmol) in 2 mL of DMF. Diazabicycloundecene (DBU) (170 μL, 1.14 mmol) is added and the mixture is warmed to 50° C. After 1 hour, the reaction mixture is allowed to cool and then is diluted with ethyl acetate and washed with 1N NaOH, 1N HCl, water, and brine. The organic layer is dried over MgSO4. Filtration followed by concentration in vacuo and recrystallization from et... Reactants: [Si](C)(C)(C(C)(C)C)OC1=C(C=CC(=C1)O[Si](C)(C)C(C)(C)C)[C@@H]1CC[C@H](CC1)O (trans-4-(2,4-bis{[tert-butyl(dimethyl)silyl]oxy}phenyl)cyclohexanol), C(C)N(CC)S(F)(F)F (diethylaminosulfur trifluoride). Solvent: ClCCl (dichloromethane). Run at temperature -78 celsius, time 15 hour. The product is C1(CC=CCC1)C1=C(C=C(C=C1)O)O (4-(3-Cyclohexen-1-yl)-1,3-benzenediol). The yield is 37.5%. Reaction SMILES: [Si]([O:8][C:9]1[CH:14]=[C:13]([O:15][Si](C(C)(C)C)(C)C)[CH:12]=[CH:11][C:10]=1[C@H:23]1[CH2:28][CH2:27][C@H:26](O)[CH2:25][CH2:24]1)(C(C)(C)C)(C)C.C(N(S(F)(F)F)CC)C>ClCCl>[CH:23]1([C:10]2[CH:11]=[CH:12][C:13]([OH:15])=[CH:14][C:9]=2[OH:8])[CH2:28][CH2:27][CH:26]=[CH:25][CH2:24]1. Procedure details: To a round bottomed flask was added cis/trans-4-(2,4-bis{[tert-butyl(dimethyl)silyl]oxy}phenyl)cyclohexanol (208 mg) and dichloromethane (3 ml). The resulting solution was cooled to −78° C., and diethylaminosulfur trifluoride (69 μl) added in one portion. The reaction mixture was allowed to warm to room temperature and stirred for 15 hr. The reaction mixture was partitioned between water (10 ml) and dichloromethane (20 ml), the layers were separated and the aqueous phase was extracted with dichl... The reactants are CI, Cc1ccccc1, N#CCC1CCCCCC1=O, c1ccccc1. Yields the product CC1(CC#N)CCCCCC1=O. RXN SMILES: [CH3:12][I:13].[CH3:14][c:15]1[cH:16][cH:17][cH:18][cH:19][cH:20]1.[O:1]=[C:2]1[CH:3]([CH2:9][C:10]#[N:11])[CH2:4][CH2:5][CH2:6][CH2:7][CH2:8]1.[cH:21]1[cH:22][cH:23][cH:24][cH:25][cH:26]1>>[O:1]=[C:2]1[C:3]([CH2:9][C:10]#[N:11])([CH3:14])[CH2:4][CH2:5][CH2:6][CH2:7][CH2:8]1. Reactants: SC=1NC2=C(N1)C=CC(=C2)C(=O)O (2-mercapto-5-benzimidazolecarboxylic acid), ON=C(C1=CN=CC=C1)N (N′-hydroxynicotinimidamide), N (NH3). The product is N1=CC(=CC=C1)C1=NOC(=N1)C1=CC2=C(NC(N2)=S)C=C1 (5-(3-(pyridin-3-yl)-1,2,4-oxadiazol-5-yl)-1H-benzo[d]imidazole-2(3H)-thione). As a reaction SMILES: [SH:1][C:2]1[NH:3][C:4]2[CH:10]=[C:9]([C:11]([OH:13])=O)[CH:8]=[CH:7][C:5]=2[N:6]=1.O[N:15]=[C:16]([NH2:23])[C:17]1[CH:22]=[CH:21][CH:20]=[N:19][CH:18]=1.N>>[N:19]1[CH:20]=[CH:21][CH:22]=[C:17]([C:16]2[N:23]=[C:11]([C:9]3[CH:8]=[CH:7][C:5]4[NH:6][C:2](=[S:1])[NH:3][C:4]=4[CH:10]=3)[O:13][N:15]=2)[CH:18]=1. Procedure: The title compound was prepared according to Method C using 2-mercapto-5-benzimidazolecarboxylic acid (Princeton) and N′-hydroxynicotinimidamide (Tyger). 1H NMR (300 MHz, CD3OD) δ 7.38 (d, J=8.5 Hz, 1 H), 7.65 (ddd, J=8.0, 4.9, 0.7 Hz, 1 H), 7.86 (d, J=1.0 Hz, 1 H), 8.00 (dd, J=8.1, 1.7 Hz, 1 H), 8.45 (dt, J=8.0, 1.9 Hz, 1 H), 8.81 (dd, J=4.9, 1.5 Hz, 1 H), 9.26 (dd, J=2.2, 0.9 Hz, 1 H) ppm; MS (DCI/NH3) m/z 296 (M+H)+. The reactants are NC=1C(=CC(=C(C1)C=1C(N(C(=CN1)C(F)(F)F)C)=O)F)Cl (3-(5-amino-4-chloro-2-fluorophenyl)-1-methyl-6-trifluoromethyl-2-oxo-1,2-dihydropyrazine), NC=1C(=CC(=C(C1)C=1C(N(C(=CN1)C(F)(F)F)C)=O)F)Cl (3-(5-amino-4-chloro-2-fluorophenyl)-1-methyl-6-trifluoromethyl-2-oxo-1,2-dihydropyrazine), CS(=O)(=O)Cl (methanesulfonyl chloride), O (water). Run in N1=CC=CC=C1 (pyridine). Reaction conditions: time 5 hour. Yields the product ClC1=CC(=C(C=C1NS(=O)(=O)C)C=1C(N(C(=CN1)C(F)(F)F)C)=O)F (3-[4-chloro-2-fluoro-5-(methanesulfonylamino)phenyl]-1-methyl-6-trifluoromethyl-2-oxo-1,2-dihydropyrazine). Isolated yield 73.0%. Reaction SMILES: [NH2:1][C:2]1[C:3]([Cl:21])=[CH:4][C:5]([F:20])=[C:6]([C:8]2[C:9](=[O:19])[N:10]([CH3:18])[C:11]([C:14]([F:17])([F:16])[F:15])=[CH:12][N:13]=2)[CH:7]=1.O.[CH3:23][S:24](Cl)(=[O:26])=[O:25]>N1C=CC=CC=1>[Cl:21][C:3]1[C:2]([NH:1][S:24]([CH3:23])(=[O:26])=[O:25])=[CH:7][C:6]([C:8]2[C:9](=[O:19])[N:10]([CH3:18])[C:11]([C:14]([F:17])([F:16])[F:15])=[CH:12][N:13]=2)=[C:5]([F:20])[CH:4]=1. Reported procedure: Then, 0.10 g of 3-(5-amino-4-chloro-2-fluorophenyl)-1-methyl-6-trifluoromethyl-2-oxo-1,2-dihydropyrazine (present compound 1-23) was dissolved in 0.62 ml of pyridine, to which 36 μl of methanesulfonyl chloride was added dropwise, and the mixture was stirred at room temperature for 5 hours. After completion of the reaction, the reaction mixture was poured into water, followed by extraction with chloroform. The organic layer was washed with 2N hydrochloric acid, water, saturated sodium hydrogencar...